From a dataset of the Open Reaction Database (ORD), a public repository of structured organic reaction records. describe an organic reaction: reactants, conditions, products, and yield Reactants: C(=O)O.NCCC1=CC=C(NC2CCN(CC2)C(=O)NC(C)C)C=C1 (4-[4-(2-Aminoethyl)anilino]-N-isopropyl-1-piperidinecarboxamide formate), C(C)(C)(C)[Si](C1=CC=CC=C1)(C1=CC=CC=C1)OC1=CC=C(C=C1)OCC1OC1 (tert-butyl-(4-oxiranylmethoxy-phenoxy)-diphenyl-silane). Product: C(C)(C)NC(=O)N1CCC(CC1)NC1=CC=C(C=C1)CCNC[C@@H](COC1=CC=C(C=C1)O)O (4-(4-{2-[(2S)-2-Hydroxy-3-(4-hydroxy-phenoxy)-propylamino]-ethyl}-phenylamino)-piperidine-1-carboxylic acid isopropyl-amide). Yield: 23.8%. RXN SMILES: C(O)=O.[NH2:4][CH2:5][CH2:6][C:7]1[CH:25]=[CH:24][C:10]([NH:11][CH:12]2[CH2:17][CH2:16][N:15]([C:18]([NH:20][CH:21]([CH3:23])[CH3:22])=[O:19])[CH2:14][CH2:13]2)=[CH:9][CH:8]=1.C([Si]([O:43][C:44]1[CH:49]=[CH:48][C:47]([O:50][CH2:51][CH:52]2[CH2:54][O:53]2)=[CH:46][CH:45]=1)(C1C=CC=CC=1)C1C=CC=CC=1)(C)(C)C>>[CH:21]([NH:20][C:18]([N:15]1[CH2:16][CH2:17][CH:12]([NH:11][C:10]2[CH:9]=[CH:8][C:7]([CH2:6][CH2:5][NH:4][CH2:54][C@H:52]([OH:53])[CH2:51][O:50][C:47]3[CH:48]=[CH:49][C:44]([OH:43])=[CH:45][CH:46]=3)=[CH:25][CH:24]=2)[CH2:13][CH2:14]1)=[O:19])([CH3:22])[CH3:23] |f:0.1|. Procedure details: 4-[4-(2-Aminoethyl)anilino]-N-isopropyl-1-piperidinecarboxamide formate (0.35 g, 1.0 mmol) was reacted with tert-butyl-(4-oxiranylmethoxy-phenoxy)-diphenyl-silane (0.364 g, 0.90 mmol) according to Procedure G to give the title compound (eluant: 20:1 chloroform-methanol) (0.152 g, 0.214 mmol). Reactants: N1CCOCC1 (morpholine), O1C(CC2=C1C=CC=C2)=O (2,3-dihydro-2-benzofuranone). Solvent: C(C)O (ethanol). Reaction conditions: time 1 hour. Yields the product OC1=C(C=CC=C1)CC(=O)N1CCOCC1 (2-(2-Hydroxyphenyl)-1-morpholino-1-oxoethane). Yield: 90.9%. As a reaction SMILES: [NH:1]1[CH2:6][CH2:5][O:4][CH2:3][CH2:2]1.[O:7]1[C:11]2[CH:12]=[CH:13][CH:14]=[CH:15][C:10]=2[CH2:9][C:8]1=[O:16]>C(O)C>[OH:7][C:11]1[CH:12]=[CH:13][CH:14]=[CH:15][C:10]=1[CH2:9][C:8]([N:1]1[CH2:6][CH2:5][O:4][CH2:3][CH2:2]1)=[O:16]. Procedure: 27.3 g of morpholine are added in a single portion to a solution of 30 g of 2,3-dihydro-2-benzofuranone in 100 ml of ethanol, and the medium is stirred for 1 hour. The solvent is evaporated off under vacuum, the residual gum is taken up in isopropyl ether in the hot state and the medium is allowed to return to room temperature. The crystallized product is filtered, washed with isopropyl ether and dried. 45 g of white crystallized product are obtained. Starting materials: O=CC1=CC(OC)=C(O)C=C1 (vanillin), S1C(=S)NC(=O)C1 (rhodanine), C(C)(=O)[O-].[Na+] (sodium acetate), C(C)(=O)O (acetic acid). The solvent is O (water). Product: OC1=C(C=C(C=C2C(NC(S2)=S)=O)C=C1)OC (5-(4-Hydroxy-3-methoxybenzylidene)rhodanine). Reaction SMILES: O=[CH:2][C:3]1[CH:11]=[CH:10][C:8]([OH:9])=[C:5]([O:6][CH3:7])[CH:4]=1.[S:12]1[CH2:18][C:16](=[O:17])[NH:15][C:13]1=[S:14].C([O-])(=O)C.[Na+].C(O)(=O)C>O>[OH:9][C:8]1[CH:10]=[CH:11][C:3]([CH:2]=[C:18]2[S:12][C:13](=[S:14])[NH:15][C:16]2=[O:17])=[CH:4][C:5]=1[O:6][CH3:7] |f:2.3|. Procedure details: A mixture of vanillin (30.4 g, 0.2 mol), rhodanine (26.6 g, 0.2 mol), anhydrous sodium acetate (41 g, 0.5 mol) and glacial acetic acid was stirred and heated at reflux for one and one-half hours. The cooled reaction mixture was added to water (1200 mL) and the yellow-orange solid that separated was collected, washed with water and air dried; yield 46 g. The reactants are acid, Cl (hydrochloric acid), C(#N)C1=CC=C(C=C1)C1=CC=C(C=C1)C1CCC(CC1)=O (4-(4'-cyano-4-biphenylyl)cyclohexanone), C(C)OCC (diethyl ether), [BH4-].[Na+] (sodium borohydride). The solvent is CO (methanol). Conditions: time 3 hour. Yields the product C(#N)C1=CC=C(C=C1)C1=CC=C(C=C1)[C@@H]1CC[C@H](CC1)O (trans-4-(4'-cyano-4-biphenylyl)cyclohexanol). Isolated yield 34.7%. As a reaction SMILES: [C:1]([C:3]1[CH:8]=[CH:7][C:6]([C:9]2[CH:14]=[CH:13][C:12]([CH:15]3[CH2:20][CH2:19][C:18](=[O:21])[CH2:17][CH2:16]3)=[CH:11][CH:10]=2)=[CH:5][CH:4]=1)#[N:2].C(OCC)C.[BH4-].[Na+].Cl>CO>[C:1]([C:3]1[CH:4]=[CH:5][C:6]([C:9]2[CH:14]=[CH:13][C:12]([C@H:15]3[CH2:20][CH2:19][C@H:18]([OH:21])[CH2:17][CH2:16]3)=[CH:11][CH:10]=2)=[CH:7][CH:8]=1)#[N:2] |f:2.3|. Reported procedure: A suspension of 10 g of 4-(4'-cyano-4-biphenylyl)cyclohexanone, 30 ml of diethyl ether and 270 ml of methanol was treated portionwise at 0° C. with 1.8 g of sodium borohydride. After 3 hours the reaction mixture was made acid (pH 1-2) with 25% hydrochloric acid. The reaction mixture was extracted three times with 50 ml of dichloromethane each time. The combined organic phases were washed twice with 500 ml of water each time and subsequently dried over magnesium sulfate, filtered and concentrated... The reactants are [Al+3], C[SiH](C)OC(c1cccc(CCC(=O)N2CCOCC2)n1)C(C)(C)C, C1CCOC1, [H-], [H-], [H-], [H-], [Li+]. Yields the product C[SiH](C)OC(c1cccc(CCCN2CCOCC2)n1)C(C)(C)C. RXN SMILES: [Al+3:2].[C:7]([CH3:8])([CH3:9])([CH3:10])[CH:11]([c:12]1[cH:13][cH:14][cH:15][c:16]([CH2:18][CH2:19][C:20](=[O:21])[N:22]2[CH2:23][CH2:24][O:25][CH2:26][CH2:27]2)[n:17]1)[O:28][SiH:29]([CH3:30])[CH3:31].[CH2:32]1[O:33][CH2:34][CH2:35][CH2:36]1.[H-:1].[H-:4].[H-:5].[H-:6].[Li+:3]>>[C:7]([CH3:8])([CH3:9])([CH3:10])[CH:11]([c:12]1[cH:13][cH:14][cH:15][c:16]([CH2:18][CH2:19][CH2:20][N:22]2[CH2:23][CH2:24][O:25][CH2:26][CH2:27]2)[n:17]1)[O:28][SiH:29]([CH3:30])[CH3:31].